This data is from the Open Reaction Database (ORD), a public repository of structured organic reaction records. The task is: describe an organic reaction: reactants, conditions, products, and yield Reactants: ClC1=CC2=C(CCC=3C=CN(C23)CCNC(C)=O)C=C1 (N-[8-chloro-2-(4,5-dihydro-1H-benz[g]indol-1-yl)ethyl]-acetamide), [Cl-].[Na+] (sodium chloride), ice water, [OH-].[K+] (potassium hydroxide), C(CO)O.O (ethylene glycol water). The product is C(\C=C\C(=O)O)(=O)O.ClC1=CC2=C(CCC=3C=CN(C23)CCN)C=C1 (2-(8-chloro-4,5-dihydro-1H-benz[g]indol-1-yl)-ethylamine fumarate). Yield: 45.0%. Reaction SMILES: [Cl:1][C:2]1[CH:20]=[CH:19][C:5]2[CH2:6][CH2:7][C:8]3[CH:9]=[CH:10][N:11]([CH2:13][CH2:14][NH:15][C:16](=[O:18])[CH3:17])[C:12]=3[C:4]=2[CH:3]=1.[OH-:21].[K+].[Cl-].[Na+].[CH2:25]([OH:28])[CH2:26]O.[OH2:29]>>[C:16]([OH:18])(=[O:29])/[CH:17]=[CH:26]/[C:25]([OH:28])=[O:21].[Cl:1][C:2]1[CH:20]=[CH:19][C:5]2[CH2:6][CH2:7][C:8]3[CH:9]=[CH:10][N:11]([CH2:13][CH2:14][NH2:15])[C:12]=3[C:4]=2[CH:3]=1 |f:1.2,3.4,5.6,7.8|. Reported procedure: 1.0 g g of N-[8-chloro-2-(4,5-dihydro-1H-benz[g]indol-1-yl)ethyl]-acetamide was heated to 140° for 24 hours under argon in 7.5 ml of ethylene glycol/water 2:1 in the presence of 0.50 g of potassium hydroxide. The mixture was left to cool and was poured into 75 ml of ice-water. After the addition of 25 ml of saturated sodium chloride solution, the mixture was extracted three times with diethyl ether. The combined extracts were washed once with saturated sodium chloride solution, dried over sodium... The reactants are COC=1C=C(N)C=CC1OC (3,4-dimethoxyaniline), [OH-].[Na+] (sodium hydroxide), ClC(=O)OCC (ethyl chloroformate). The solvent is C(Cl)Cl (methylene chloride). Run at temperature 12 celsius, time 2 hour. Yields the product COC=1C=C(C=CC1OC)NC(=O)OCC (Ethyl 3,4-dimethoxybenzenecarbamate). Yield: 83.8%. RXN SMILES: [CH3:1][O:2][C:3]1[CH:4]=[C:5]([CH:7]=[CH:8][C:9]=1[O:10][CH3:11])[NH2:6].[OH-].[Na+].Cl[C:15]([O:17][CH2:18][CH3:19])=[O:16]>C(Cl)Cl>[CH3:1][O:2][C:3]1[CH:4]=[C:5]([NH:6][C:15]([O:17][CH2:18][CH3:19])=[O:16])[CH:7]=[CH:8][C:9]=1[O:10][CH3:11] |f:1.2|. Procedure details: A solution of 919 g (6 mol) of 3,4-dimethoxyaniline in 5 L of methylene chloride was treated with 3.3 L of 2N sodium hydroxide. The reaction mixture was cooled to 12° C. and 603 mL (6.3 mol) of ethyl chloroformate was added at a rate to keep the temperature between 25°-30° C. The reaction mixture was stirred at room temperature for 2 hr and the layers were separated. The aqueous layer was extracted with 3×1500 mL of methylene chloride and the combined organic layers were dried over sodium sulfat... Reactants: COc1cc(Nc2ncc(C=O)s2)ccc1-n1cnc(C)c1, CN1CCCN(C)C1=O, CCOCC, C1CCOC1, [Li]c1ccccc1. Yields the product COc1cc(Nc2ncc(C(O)c3ccccc3)s2)ccc1-n1cnc(C)c1. Reaction SMILES: [CH3:1][O:2][c:3]1[cH:4][c:5]([NH:15][c:16]2[s:17][c:18]([CH:21]=[O:22])[cH:19][n:20]2)[cH:6][cH:7][c:8]1-[n:9]1[cH:10][n:11][c:12]([CH3:14])[cH:13]1.[CH3:30][N:31]1[CH2:32][CH2:33][CH2:34][N:35]([CH3:36])[C:37]1=[O:38].[CH3:44][CH2:45][O:46][CH2:47][CH3:48].[O:39]1[CH2:40][CH2:41][CH2:42][CH2:43]1.[c:23]1([Li:29])[cH:24][cH:25][cH:26][cH:27][cH:28]1>>[CH3:1][O:2][c:3]1[cH:4][c:5]([NH:15][c:16]2[s:17][c:18]([CH:21]([OH:22])[c:23]3[cH:24][cH:25][cH:26][cH:27][cH:28]3)[cH:19][n:20]2)[cH:6][cH:7][c:8]1-[n:9]1[cH:10][n:11][c:12]([CH3:14])[cH:13]1.